From a dataset of the Open Reaction Database (ORD), a public repository of structured organic reaction records. describe an organic reaction: reactants, conditions, products, and yield The reactants are [H][H] (hydrogen), FC(C1=NC(=NC=C1)N)(F)F (4-trifluoromethyl-pyrimidin-2-ylamine), solution, Cl (hydrochloric acid). Reagents/catalysts: [Pd] (palladium). Solvent: C(C)(C)O (isopropanol), C(C)(C)O (isopropanol). Product: Cl.FC(C1CCN=C(N1)N)(F)F (6-(Trifluoromethyl)-1,4,5,6-tetrahydro-2-pyrimidinamine hydrochloride). Reaction SMILES: [F:1][C:2]([F:11])([F:10])[C:3]1[CH:8]=[CH:7][N:6]=[C:5]([NH2:9])[N:4]=1.[ClH:12].[H][H]>C(O)(C)C.[Pd]>[ClH:12].[F:11][C:2]([F:1])([F:10])[CH:3]1[NH:4][C:5]([NH2:9])=[N:6][CH2:7][CH2:8]1 |f:5.6|. Procedure: To a solution of 10 g (45.11 mmol) of 4-trifluoromethyl-pyrimidin-2-ylamine and 0.065 g of palladium 10 wt. % on activated carbon in 5 ml of isopropanol was added 45 ml of a solution of hydrochloric acid in isopropanol (5-6 N). The mixture was shaken at 40° C. under hydrogen pressure of 4 atmospheres until hydrogen uptake ceased. The catalyst was removed by filtration and washed with isopropanol. The filtrate was evaporated to dryness to afford 12.14 g of pure product as a white solid. The reactants are C(C)OC=1C=C(OCC(=O)O)C=CC1 (3-ethoxyphenoxyacetic acid), C(Cl)Cl (CH2Cl2), resultant solution, C(C(=O)Cl)(=O)Cl (oxalyl chloride). Run in CN(C)C=O (DMF). Reaction conditions: time 8 hour. Yields the product C(C)OC=1C=C(OCC(=O)Cl)C=CC1 (2-(3-Ethoxyphenoxy)acetyl chloride). Reaction SMILES: [CH2:1]([O:3][C:4]1[CH:5]=[C:6]([CH:12]=[CH:13][CH:14]=1)[O:7][CH2:8][C:9](O)=[O:10])[CH3:2].C(Cl)[Cl:16].C(Cl)(=O)C(Cl)=O>CN(C=O)C>[CH2:1]([O:3][C:4]1[CH:5]=[C:6]([CH:12]=[CH:13][CH:14]=1)[O:7][CH2:8][C:9]([Cl:16])=[O:10])[CH3:2]. Procedure details: A 250 mL flask fitted with a stir-bar, addition funnel, and an Ar inlet was charged with 3-ethoxyphenoxyacetic acid (13.0 g, 66.3 mmol) from above, CH2Cl2 (80 mL), and DMF (0.2 mL). To the resultant solution was added oxalyl chloride (2M in CH2Cl2, 41.4 mL, 82.8 mmol) over 30 min. The solution was stirred overnight then concentrated in vacuo to give 14.4 g of 47a as an oil/solid mix (100%). HPLC analysis (15:10:75 H2O:A1:MeOH) showed a purity of 95% with a retention time of 4.5 min.